This data is from the Open Reaction Database (ORD), a public repository of structured organic reaction records. The task is: describe an organic reaction: reactants, conditions, products, and yield Starting materials: C=CCCBr, C1CCOC1, C[Si](C)(C)[N-][Si](C)(C)C, [Li+], Fc1cc(C2OCCCO2)ccc1-c1nc2ccc(Cc3ccccc3)nc2s1, CN(C)C=O. Yields the product C=CCCC(c1ccccc1)c1ccc2nc(-c3ccc(C4OCCCO4)cc3F)sc2n1. RXN SMILES: [Br:45][CH2:46][CH2:47][CH:48]=[CH2:49].[CH2:40]1[CH2:41][CH2:42][CH2:43][O:44]1.[CH3:31][Si:32]([N-:33][Si:34]([CH3:35])([CH3:36])[CH3:37])([CH3:38])[CH3:39].[Li+:30].[O:1]1[CH:2]([c:7]2[cH:8][c:9]([F:29])[c:10](-[c:13]3[s:14][c:15]4[n:16][c:17]([CH2:22][c:23]5[cH:24][cH:25][cH:26][cH:27][cH:28]5)[cH:18][cH:19][c:20]4[n:21]3)[cH:11][cH:12]2)[O:3][CH2:4][CH2:5][CH2:6]1.[O:50]=[CH:51][N:52]([CH3:53])[CH3:54]>>[O:1]1[CH:2]([c:7]2[cH:8][c:9]([F:29])[c:10](-[c:13]3[s:14][c:15]4[n:16][c:17]([CH:22]([c:23]5[cH:24][cH:25][cH:26][cH:27][cH:28]5)[CH2:43][CH2:42][CH:41]=[CH2:40])[cH:18][cH:19][c:20]4[n:21]3)[cH:11][cH:12]2)[O:3][CH2:4][CH2:5][CH2:6]1. Reactants: [Mg+]CCc1ccccc1, CCOC(=O)CCCCCCN(Cc1ccc(C=O)cc1)S(C)(=O)=O, [Cl-], ClCCl, Cl, O. Product: CCOC(=O)CCCCCCN(Cc1ccc(C(O)CCc2ccccc2)cc1)S(C)(=O)=O. RXN SMILES: [CH2:27]([CH2:28][c:29]1[cH:30][cH:31][cH:32][cH:33][cH:34]1)[Mg+:35].[CH:1](=[O:2])[c:3]1[cH:4][cH:5][c:6]([CH2:7][N:8]([CH2:9][CH2:10][CH2:11][CH2:12][CH2:13][CH2:14][C:15](=[O:16])[O:17][CH2:18][CH3:19])[S:20](=[O:21])(=[O:22])[CH3:23])[cH:24][cH:25]1.[Cl-:26].[Cl:38][CH2:39][Cl:40].[ClH:37].[OH2:36]>>[CH:1]([OH:2])([c:3]1[cH:4][cH:5][c:6]([CH2:7][N:8]([CH2:9][CH2:10][CH2:11][CH2:12][CH2:13][CH2:14][C:15](=[O:16])[O:17][CH2:18][CH3:19])[S:20](=[O:21])(=[O:22])[CH3:23])[cH:24][cH:25]1)[CH2:27][CH2:28][c:29]1[cH:30][cH:31][cH:32][cH:33][cH:34]1.